Dataset: the Open Reaction Database (ORD), a public repository of structured organic reaction records. Task: describe an organic reaction: reactants, conditions, products, and yield Starting materials: CCO, CC(C)(O)C#N, CCOCC, Cl. Product: CCOC(=N)C(C)(C)O, Cl. As a reaction SMILES: [CH3:13][CH2:14][OH:15].[CH3:1][C:2]([C:3]#[N:4])([OH:5])[CH3:6].[CH3:7][CH2:8][O:9][CH2:10][CH3:11].[ClH:12]>>[CH3:1][C:2]([C:3](=[NH:4])[O:9][CH2:8][CH3:7])([OH:5])[CH3:6].[ClH:12]. Starting materials: CN1C(CC(CC1(C)C)O)(C)C (1,2,2,6,6-pentamethylpiperidin-4-ol), [Na] (sodium), C(C=C)#N (acrylonitrile). Run in C(C)(C)(C)O (tert.butanol). Conditions: temperature 80 celsius, time 2 day. Product: C(#N)CCOC1CC(N(C(C1)(C)C)C)(C)C (4-(2'-cyanoethoxy) 1,2,2,6,6-pentamethylpiperidine). RXN SMILES: [CH3:1][N:2]1[C:7]([CH3:9])([CH3:8])[CH2:6][CH:5]([OH:10])[CH2:4][C:3]1([CH3:12])[CH3:11].[Na].[C:14](#[N:17])[CH:15]=[CH2:16]>C(O)(C)(C)C>[C:14]([CH2:15][CH2:16][O:10][CH:5]1[CH2:6][C:7]([CH3:8])([CH3:9])[N:2]([CH3:1])[C:3]([CH3:12])([CH3:11])[CH2:4]1)#[N:17] |^1:12|. Procedure: To 51 parts of 1,2,2,6,6-pentamethylpiperidin-4-ol a solution of metallic sodium in two parts of tert.butanol was added. 52.5 parts of acrylonitrile was dropped in with rapid stirring. After standing for two days at room temperature the mixture was heated to 80° C. for two hours and distilled under reduced pressure yielding 4-(2'-cyanoethoxy) 1,2,2,6,6-pentamethylpiperidine with a boiling point of 172°-4° C. at 17 mm Hg. This sample was identical to that prepared under Example 88a. Starting materials: NC1=CC2=C(CCN(CC2)CC(=O)N(C)C)C=C1OC (2-(7-Amino-8-methoxy-1,2,4,5-tetrahydro-benzo[d]azepin-3-yl)-N,N-dimethyl-acetamide), ClC1=NC=C(C(=N1)NC1(CCCCC1)CC(=O)N)Cl (2-[1-(2,5-Dichloro-pyrimidin-4-ylamino)-cyclohexyl]-acetamide). RXN SMILES: [NH2:1][C:2]1[C:18]([O:19][CH3:20])=[CH:17][C:5]2[CH2:6][CH2:7][N:8]([CH2:11][C:12]([N:14]([CH3:16])[CH3:15])=[O:13])[CH2:9][CH2:10][C:4]=2[CH:3]=1.Cl[C:22]1[N:27]=[C:26]([NH:28][C:29]2([CH2:35][C:36]([NH2:38])=[O:37])[CH2:34][CH2:33][CH2:32][CH2:31][CH2:30]2)[C:25]([Cl:39])=[CH:24][N:23]=1>>[Cl:39][C:25]1[C:26]([NH:28][C:29]2([CH2:35][C:36]([NH2:38])=[O:37])[CH2:34][CH2:33][CH2:32][CH2:31][CH2:30]2)=[N:27][C:22]([NH:1][C:2]2[C:18]([O:19][CH3:20])=[CH:17][C:5]3[CH2:6][CH2:7][N:8]([CH2:11][C:12](=[O:13])[N:14]([CH3:16])[CH3:15])[CH2:9][CH2:10][C:4]=3[CH:3]=2)=[N:23][CH:24]=1. Yields the product ClC=1C(=NC(=NC1)NC1=CC2=C(CCN(CC2)CC(N(C)C)=O)C=C1OC)NC1(CCCCC1)CC(=O)N (2-{1-[5-Chloro-2-(3-dimethylcarbamoylmethyl-8-methoxy-2,3,4,5-tetrahydro-1H-benzo[d]azepin-7-ylamino)-pyrimidin-4-ylamino]-cyclohexyl}-acetamide), foam. Reported procedure: The title compound was prepared from 2-(7-Amino-8-methoxy-1,2,4,5-tetrahydro-benzo[d]azepin-3-yl)-N,N-dimethyl-acetamide and 2-[1-(2,5-Dichloro-pyrimidin-4-ylamino)-cyclohexyl]-acetamide in an analogous manner to Example 61e. Product isolated as a pale yellow foam (0.064 g, 51%). MP: 90-107° C. 1HNMR (400 MHz, CDCl3, δ, ppm): 7.92 (s, 1H), 7.87 (s, 1H), 7.17 (s, 1H), 6.65 (s, 1H), 5.43 (br s, 1H), 5.25 (s, 1H), 5.07 (br s, 1H), 3.85 (s, 3H), 3.29 (s, 2H), 3.14 (s, 3H), 2.98 (s, 3H), 2.92-2.86 (m... Isolated yield 51.0%. The reactants are FC(S(=O)(=O)OC=1C2CN(CC(CC1)C2)C(=O)OCC)(F)F (ethyl 6-trifluoromethanesulfonyloxy-3-azabicyclo[3.3.1]non-6-ene-3-carboxylate), N1=CC(=CC=C1)B(O)O (3-pyridineboronic acid), [Cl-].[Li+] (lithium chloride). The solvent is C(OC)COC (dimethoxyethane), C([O-])([O-])=O.[Na+].[Na+] (sodium carbonate). The product is N1=CC(=CC=C1)C=1C2CN(CC(CC1)C2)C(=O)OCC (Ethyl 6-(3-pyridinyl)-3-azabicyclo[3.3.1]non-6-ene-3-carboxylate). The yield is 60.4%. Reaction SMILES: FC(F)(F)S(O[C:7]1[CH:8]2[CH2:15][CH:12]([CH2:13][CH:14]=1)[CH2:11][N:10]([C:16]([O:18][CH2:19][CH3:20])=[O:17])[CH2:9]2)(=O)=O.[N:23]1[CH:28]=[CH:27][CH:26]=[C:25](B(O)O)[CH:24]=1.[Cl-].[Li+]>C(COC)OC.C(=O)([O-])[O-].[Na+].[Na+]>[N:23]1[CH:28]=[CH:27][CH:26]=[C:25]([C:7]2[CH:8]3[CH2:15][CH:12]([CH2:13][CH:14]=2)[CH2:11][N:10]([C:16]([O:18][CH2:19][CH3:20])=[O:17])[CH2:9]3)[CH:24]=1 |f:2.3,5.6.7|. Reported procedure: A mixture of ethyl 6-trifluoromethanesulfonyloxy-3-azabicyclo[3.3.1]non-6-ene-3-carboxylate (270 mg, 0.790 mmol) in 6 mL of dimethoxyethane, 1.5 mL of saturated sodium carbonate solution, 3-pyridineboronic acid (146 mg, 1.20 mmol) and lithium chloride (99 mg, 2.37 mmol) was degassed and placed under an argon atmosphere (5 min purge). Tetrakis(triphenyphosphine)palladium(0) (60 mg) was added, and the reaction mixture was heated at reflux for 4 h. It was then cooled and filtered though a plug of s...